This data is from the Open Reaction Database (ORD), a public repository of structured organic reaction records. The task is: describe an organic reaction: reactants, conditions, products, and yield Starting materials: C(#N)[BH3-].[Na+] (sodium cyanoborohydride), C=O (formaldehyde), CN(C(C(=O)C1=CC=C(C=C1)NCCO)(CC=C)CC)C (2-dimethylamino-2-ethyl-1-[4-(2-hydroxy-ethylamino)-phenyl]-pent-4-en-1-one). Run in C(C)#N (acetonitrile), C(Cl)Cl (methylene chloride), C1CCOC1 (THF), O (water). Conditions: temperature 50 celsius, time 10 minute. Product: CN(C(C(=O)C1=CC=C(C=C1)N(C)CCO)(CC=C)CC)C (2-Dimethylamino-2-ethyl-1-{4-[(2-hydroxy-ethyl)-methyl-amino]-phenyl}-pent-4-en-1-one). Isolated yield 75.6%. As a reaction SMILES: [CH3:1][N:2]([CH3:21])[C:3]([CH2:19][CH3:20])([CH2:16][CH:17]=[CH2:18])[C:4]([C:6]1[CH:11]=[CH:10][C:9]([NH:12][CH2:13][CH2:14][OH:15])=[CH:8][CH:7]=1)=[O:5].C=O.[C:24]([BH3-])#N.[Na+]>C1COCC1.C(#N)C.O.C(Cl)Cl>[CH3:1][N:2]([CH3:21])[C:3]([CH2:19][CH3:20])([CH2:16][CH:17]=[CH2:18])[C:4]([C:6]1[CH:11]=[CH:10][C:9]([N:12]([CH2:13][CH2:14][OH:15])[CH3:24])=[CH:8][CH:7]=1)=[O:5] |f:2.3|. Procedure details: In a 300 ml sulfonation under argon atmosphere, 2.90 g (10 mmol) of 2-dimethylamino-2-ethyl-1-[4-(2-hydroxy-ethylamino)-phenyl]-pent-4-en-1-one are dissolved in 55 ml THF and 137 ml acetonitrile. 4.5 ml (60 mmol) of a 37% aqueous formaldehyde solution are added over 10 min. at 25° C., followed by 2.21 g (30 mmol) of sodium cyanoborohydride. After 10 min at 25° C., the mixture is stirred at 50° C. for 4 h, cooled to room temperature and diluted with 100 ml water. The yellow semi-solid is redissol... Reactants: C([O-])(O)=O.[Na+] (sodium bicarbonate), B(F)(F)F.CCOCC (boron trifluoride etherate), [N+](=[N-])=CC(C(C)(C)C)=O (1-diazo-3,3-dimethyl-2-butanone), ClCC#N (chloroacetonitrile), ClCC#N (chloroacetonitrile). Reaction conditions: temperature 0 celsius, time 0.5 hour. Product: ClCC=1OC(=CN1)C(C)(C)C (2-(chloromethyl)-5-t-butyloxazole). RXN SMILES: B(F)(F)F.CCOCC.[N+:10](=[CH:12][C:13](=[O:18])[C:14]([CH3:17])([CH3:16])[CH3:15])=[N-].C(=O)(O)[O-].[Na+].[Cl:24][CH2:25][C:26]#N>>[Cl:24][CH2:25][C:26]1[O:18][C:13]([C:14]([CH3:17])([CH3:16])[CH3:15])=[CH:12][N:10]=1 |f:0.1,3.4|. Reported procedure: To a solution of 2 mL (2.3 g, 16 mmol) of boron trifluoride etherate in 20 mL of chloroacetonitrile at 0° C. was added a solution of 1.33 g (10 mmol) of 1-diazo-3,3-dimethyl-2-butanone in 5 mL of chloroacetonitrile dropwise. The resulting solution was stirred at 0° C. for 0.5 h. The reaction mixture was added to saturated aqueous sodium bicarbonate solution to neutralize the acid and the product was extracted three times with dichloromethane. The combined extracts was dried (sodium sulfate), con...